Task: describe an organic reaction: reactants, conditions, products, and yield. Dataset: the Open Reaction Database (ORD), a public repository of structured organic reaction records The reactants are N1C(=O)NC(=O)C1 (hydantoin), C(C1=CC=CC=C1)=O (benzaldehyde), C(C)(=O)[O-].[NH4+] (ammonium acetate). The solvent is C(C)(=O)O (acetic acid). Conditions: time 4 hour. Product: C(C1=CC=CC=C1)=C1C(NC(N1)=O)=O (5-benzalhydantoin). Isolated yield 81.0%. RXN SMILES: [NH:1]1[CH2:7][C:5](=[O:6])[NH:4][C:2]1=[O:3].[CH:8](=O)[C:9]1[CH:14]=[CH:13][CH:12]=[CH:11][CH:10]=1.C([O-])(=O)C.[NH4+]>C(O)(=O)C>[CH:8](=[C:7]1[NH:1][C:2](=[O:3])[NH:4][C:5]1=[O:6])[C:9]1[CH:14]=[CH:13][CH:12]=[CH:11][CH:10]=1 |f:2.3|. Reported procedure: Similar to the procedure of U.S. Pat. No. 4,345,072, a mixture comprising hydantoin (25 g, 0.25 mole), benzaldehyde (29.3 g, 0.275 mole), ammonium acetate (19.3 g, 0.25 mole) and glacial acetic acid (60 g) were placed in a round bottom flask fitted with stirrer, condenser, thermometer and heating mantle. The white solids became yellow on heating. All the solids dissolved when the temperature reached between 120° C. and 134° C. The mixture was refluxed for one-half hour (125° to 134° C.) and then... Reactants: C(C)(=O)Cl (acetylchloride), stannic chloride, ice, Cl (hydrochloric acid), resultant mixture, C(C)(C)(C)C1=C(C(=CC=C1)C(C)(C)C)O (2,6-di-t-butylphenol). Run in C(Cl)Cl (methylene chloride). Run at temperature -4 celsius. Yields the product CC(C)(C)C=1C=C(C=C(C1O)C(C)(C)C)C(C)=O (1-[3,5-bis(1,1-dimethylethyl) -4-hydroxyphenyl]ethanone). As a reaction SMILES: [C:1](Cl)(=[O:3])[CH3:2].[C:5]([C:9]1[CH:14]=[CH:13][CH:12]=[C:11]([C:15]([CH3:18])([CH3:17])[CH3:16])[C:10]=1[OH:19])([CH3:8])([CH3:7])[CH3:6].Cl>C(Cl)Cl>[CH3:16][C:15]([C:11]1[CH:12]=[C:13]([C:1](=[O:3])[CH3:2])[CH:14]=[C:9]([C:5]([CH3:8])([CH3:7])[CH3:6])[C:10]=1[OH:19])([CH3:18])[CH3:17]. Procedure: Under a nitrogen atmosphere, 6.89 ml of acetylchloride and 14.75 ml of stannic chloride were dissolved in 200 ml of methylene chloride and chilled to -4° C. To this was added 20 g of 2,6-di-t-butylphenol (in 100 ml of methylene chloride) over 10 minutes. The resultant mixture was stirred for 30 minutes at 0° C., then poured into a mixture of 400 ml of ice and 1N hydrochloric acid and stirred. The mixture separated into layers which were subsequently separated. The organic layer was washed with 1...